This data is from the Open Reaction Database (ORD), a public repository of structured organic reaction records. The task is: describe an organic reaction: reactants, conditions, products, and yield Starting materials: CC(C)(C(=O)O)OC=1C=CC(=CC1)Cl (clofibric acid), [H-].[Al+3].[Li+].[H-].[H-].[H-] (lithium aluminum hydride). Yields the product ClC1=CC=C(OC(CO)(C)C)C=C1 (2-(4-Chlorophenoxy)-2-methylpropanol). Reaction SMILES: [CH3:1][C:2]([O:7][C:8]1[CH:9]=[CH:10][C:11]([Cl:14])=[CH:12][CH:13]=1)([C:4](O)=[O:5])[CH3:3].[H-].[Al+3].[Li+].[H-].[H-].[H-]>>[Cl:14][C:11]1[CH:12]=[CH:13][C:8]([O:7][C:2]([CH3:1])([CH3:3])[CH2:4][OH:5])=[CH:9][CH:10]=1 |f:1.2.3.4.5.6|. Procedure details: The title compound was prepared by the procedure of Preparation 2 in quantitative yield from clofibric acid (Aldrich Chem. Co.) and lithium aluminum hydride. Reactants: O=C1CN(CCN1CC=1C=NC=CC1)C(=O)OCC1=CC=CC=C1 (Benzyl 3-oxo-4-(pyridin-3-ylmethyl)piperazine-1-carboxylate), [H][H] (hydrogen). Reagents/catalysts: [C].[Pd] (palladium carbon). Solvent: CCO (EtOH). Reaction conditions: time 8 hour. The product is N1=CC(=CC=C1)CN1C(CNCC1)=O (1-(pyridin-3-ylmethyl)piperazin-2-one). The yield is 93.7%. RXN SMILES: [O:1]=[C:2]1[N:7]([CH2:8][C:9]2[CH:10]=[N:11][CH:12]=[CH:13][CH:14]=2)[CH2:6][CH2:5][N:4](C(OCC2C=CC=CC=2)=O)[CH2:3]1.[H][H]>[C].[Pd].CCO>[N:11]1[CH:12]=[CH:13][CH:14]=[C:9]([CH2:8][N:7]2[CH2:6][CH2:5][NH:4][CH2:3][C:2]2=[O:1])[CH:10]=1 |f:2.3|. Procedure details: Benzyl 3-oxo-4-(pyridin-3-ylmethyl)piperazine-1-carboxylate (345 mg) was mixed with EtOH (7 ml), and 10% palladium carbon (70 mg) was added thereto under argon atmosphere to change the atmosphere to hydrogen atmosphere, followed by stirring at room temperature overnight. The reaction mixture was filtered using Celite as a filtration adjuvant, and the filtrate was concentrated under reduced pressure to obtain 1-(pyridin-3-ylmethyl)piperazin-2-one (190 mg). The reactants are Cl (hydrochloric acid), O (water), C(Cl)(Cl)Cl (chloroform), COC1=CC=C(C=C1)C(N1C[C@H]2[C@H](C1)OC1=C(O2)C=CC=C1[N+](=O)[O-])C1=CC=C(C=C1)OC ((±)-(trans)-2-[bis(4-methoxyphenyl)methyl]-2,3,3a,9a-tetrahydro-5-nitro-1H-[1,4]benzodioxino[2,3-c]pyrrole). Solvent: C(=O)O (formic acid). The product is Cl.[N+](=O)([O-])C1=CC=CC=2O[C@H]3CNC[C@@H]3OC21 ((±)-(trans)-2,3,3a,9a-Tetrahydro-5-nitro-1H-[1,4]-benzodioxino[2,3-c]pyrrole hydrochloride). Reaction SMILES: COC1C=CC(C(C2C=CC(OC)=CC=2)[N:10]2[CH2:14][C@@H:13]3[O:15][C:16]4[C:22]([N+:23]([O-:25])=[O:24])=[CH:21][CH:20]=[CH:19][C:17]=4[O:18][C@H:12]3[CH2:11]2)=CC=1.Cl.O.C(Cl)(Cl)[Cl:37]>C(O)=O>[ClH:37].[N+:23]([C:22]1[C:16]2[O:15][C@@H:13]3[C@H:12]([CH2:11][NH:10][CH2:14]3)[O:18][C:17]=2[CH:19]=[CH:20][CH:21]=1)([O-:25])=[O:24] |f:5.6|. Procedure: A solution of (±)-(trans)-2-[bis(4-methoxyphenyl)methyl]-2,3,3a,9a-tetrahydro-5-nitro-1H-[1,4]benzodioxino[2,3-c]pyrrole (1.12 g) in formic acid (10 ml) was heated under reflux with 10M hydrochloric acid (0.5 ml), water (1 ml) and chloroform (5 ml) for 70 minutes. The maroon mixture was cooled and partitioned between chloroform (20 ml) and water (10 ml). The chloroform layer was re-extracted with water (10 ml) and the aqueous solutions were sequentially washed with chloroform (20 ml), combined a...